Dataset: the Open Reaction Database (ORD), a public repository of structured organic reaction records. Task: describe an organic reaction: reactants, conditions, products, and yield Reactants: C(=O)(O)C(C(=O)O)CC(C)C (2-Carboxy-4-methylpentanoic acid), CNC (dimethylamine), C=O (formaldehyde). The solvent is O (water). Conditions: temperature 5 celsius, time 16 hour. The product is C(=O)(O)C(C(=O)O)(CC(C)C)CN(C)C (2-Carboxy-4-methyl-2-[(dimethylamino)methyl]pentanoic acid). Yield: 63.0%. RXN SMILES: [C:1]([CH:4]([CH2:8][CH:9]([CH3:11])[CH3:10])[C:5]([OH:7])=[O:6])([OH:3])=[O:2].[CH3:12][NH:13][CH3:14].[CH2:15]=O>O>[C:5]([C:4]([CH2:12][N:13]([CH3:15])[CH3:14])([CH2:8][CH:9]([CH3:11])[CH3:10])[C:1]([OH:3])=[O:2])([OH:7])=[O:6]. Procedure: 2-Carboxy-4-methylpentanoic acid (67 g) is suspended in 400 ml of water and cooled to 5° C. Aqueous 40% dimethylamine (50 g) is added to the suspension followed by aqueous 37% formaldehyde (35.7 g). The resulting solution is stirred for about 16 hours and solid product is filtered and dried in vacuo to yield 57.3 g of the title compound, melting point 134°-137° C. with carbon dioxide and dimethylamine given off. The reactants are Oc1ccc(Cl)cc1Br, O=C([O-])[O-], CN1CCCC1=O, CCC(CC)c1ccc(C#N)c2nc(Cl)n(C)c12, [K+], [K+], O. The product is CCC(CC)c1ccc(C#N)c2nc(Oc3ccc(Cl)cc3Br)n(C)c12. Reaction SMILES: [Br:19][c:20]1[c:21]([OH:27])[cH:22][cH:23][c:24]([Cl:26])[cH:25]1.[C:28](=[O:29])([O-:30])[O-:31].[CH3:34][N:35]1[CH2:36][CH2:37][CH2:38][C:39]1=[O:40].[Cl:1][c:2]1[n:3][c:4]2[c:5]([n:6]1[CH3:7])[c:8]([CH:14]([CH2:15][CH3:16])[CH2:17][CH3:18])[cH:9][cH:10][c:11]2[C:12]#[N:13].[K+:32].[K+:33].[OH2:41]>>[c:2]1([O:27][c:21]2[c:20]([Br:19])[cH:25][c:24]([Cl:26])[cH:23][cH:22]2)[n:3][c:4]2[c:5]([n:6]1[CH3:7])[c:8]([CH:14]([CH2:15][CH3:16])[CH2:17][CH3:18])[cH:9][cH:10][c:11]2[C:12]#[N:13]. Yields the product C(C=C)C1C(N([C@@H]([C@H](C1)C1=CC(=CC=C1)Cl)C1=CC=C(C=C1)Cl)CC1CCC1)=O ((5R,6S)-3-allyl-5-(3-chlorophenyl)-6-(4-chlorophenyl)-1-(cyclobutylmethyl)piperidin-2-one). As a reaction SMILES: [CH2:1]([C@@H:4]1[CH2:9][C@H:8]([C:10]2[CH:15]=[CH:14][CH:13]=[C:12]([Cl:16])[CH:11]=2)[C@@H:7]([C:17]2[CH:22]=[CH:21][C:20]([Cl:23])=[CH:19][CH:18]=2)[NH:6][C:5]1=[O:24])[CH:2]=[CH2:3].[H-].[Na+].Br[CH2:28][CH:29]1[CH2:32][CH2:31][CH2:30]1>CN(C=O)C>[CH2:1]([CH:4]1[CH2:9][C@H:8]([C:10]2[CH:15]=[CH:14][CH:13]=[C:12]([Cl:16])[CH:11]=2)[C@@H:7]([C:17]2[CH:22]=[CH:21][C:20]([Cl:23])=[CH:19][CH:18]=2)[N:6]([CH2:28][CH:29]2[CH2:32][CH2:31][CH2:30]2)[C:5]1=[O:24])[CH:2]=[CH2:3] |f:1.2|. Conditions: temperature 0 celsius, time 15 minute. Starting materials: C(C=C)[C@H]1C(N[C@@H]([C@H](C1)C1=CC(=CC=C1)Cl)C1=CC=C(C=C1)Cl)=O ((3R,5R,6S)-3-allyl-5-(3-chlorophenyl)-6-(4-chlorophenyl)piperidin-2-one), [H-].[Na+] (sodium hydride), BrCC1CCC1 ((bromomethyl)cyclobutane). Procedure details: To a solution of (3R,5R,6S)-3-allyl-5-(3-chlorophenyl)-6-(4-chlorophenyl)piperidin-2-one (Example 42, Step A) (70 mg, 0.19 mmol) in 430 μL of DMF was added sodium hydride (60% suspension in mineral oil, 20 mg, 0.51 mmol) at 0° C. The reaction mixture was stirred at 0° C. for 15 min and after treatment with (bromomethyl)cyclobutane (66 μL, 0.58 mmol) the reaction mixture was heated to 70° C. for 15 h. The reaction mixture was cooled to room temperature, quenched with sat. aqueous NaHCO3 and extra... Solvent: CN(C)C=O (DMF).